Dataset: the Open Reaction Database (ORD), a public repository of structured organic reaction records. Task: describe an organic reaction: reactants, conditions, products, and yield Starting materials: S(=S)(=O)([O-])[O-].[Na+].[Na+] (sodium thiosulfate), C(CCC)OCCOC1=CC=C(C=C1)C=1C=CC2=C(C=C(CCN2CCC)C(=O)NC2=CC=C(C=C2)SCC2=NN=CN2CCCC)C1 (7-[4-(2-butoxyethoxy)phenyl]-N-[4-(4-n-butyl-4H-1,2,4-triazol-3-ylmethylthio)phenyl]-1-propyl-2,3-dihydro-1H-benzazepine-4-carboxamide), ClC1=CC(=CC=C1)C(=O)OO (3-chloroperbenzoic acid). Solvent: ClCCl (dichloromethane), ClCCl (dichloromethane). Conditions: temperature -78 celsius, time 1 hour. Product: C(CCC)OCCOC1=CC=C(C=C1)C=1C=CC2=C(C=C(CCN2CCC)C(=O)NC2=CC=C(C=C2)S(=O)CC2=NN=CN2CCCC)C1 (7-[4-(2-butoxyethoxy)phenyl]-N-[4-(4-n-butyl-4H-1,2,4-triazol-3-ylmethylsulfinyl)phenyl]-1-propyl-2,3-dihydro-1H-benzazepine-4-carboxamide). Isolated yield 60.0%. Reaction SMILES: [CH2:1]([O:5][CH2:6][CH2:7][O:8][C:9]1[CH:14]=[CH:13][C:12]([C:15]2[CH:16]=[CH:17][C:18]3[N:24]([CH2:25][CH2:26][CH3:27])[CH2:23][CH2:22][C:21]([C:28]([NH:30][C:31]4[CH:36]=[CH:35][C:34]([S:37][CH2:38][C:39]5[N:43]([CH2:44][CH2:45][CH2:46][CH3:47])[CH:42]=[N:41][N:40]=5)=[CH:33][CH:32]=4)=[O:29])=[CH:20][C:19]=3[CH:48]=2)=[CH:11][CH:10]=1)[CH2:2][CH2:3][CH3:4].ClC1C=CC=C(C(OO)=[O:57])C=1.S([O-])([O-])(=O)=S.[Na+].[Na+]>ClCCl>[CH2:1]([O:5][CH2:6][CH2:7][O:8][C:9]1[CH:10]=[CH:11][C:12]([C:15]2[CH:16]=[CH:17][C:18]3[N:24]([CH2:25][CH2:26][CH3:27])[CH2:23][CH2:22][C:21]([C:28]([NH:30][C:31]4[CH:32]=[CH:33][C:34]([S:37]([CH2:38][C:39]5[N:43]([CH2:44][CH2:45][CH2:46][CH3:47])[CH:42]=[N:41][N:40]=5)=[O:57])=[CH:35][CH:36]=4)=[O:29])=[CH:20][C:19]=3[CH:48]=2)=[CH:13][CH:14]=1)[CH2:2][CH2:3][CH3:4] |f:2.3.4|. Procedure details: To a solution of 7-[4-(2-butoxyethoxy)phenyl]-N-[4-(4-n-butyl-4H-1,2,4-triazol-3-ylmethylthio)phenyl]-1-propyl-2,3-dihydro-1H-benzazepine-4-carboxamide (1.00 g) in dichloromethane (20 ml) was added dropwise a solution of 3-chloroperbenzoic acid (70%, 0.55 g) in dichloromethane (10 ml) at −78° C., and the mixture was stirred for 1 hour at −78° C. To the reaction solution was added sodium thiosulfate solution at room temperature and the mixture was stirred for several minutes. The mixture was extr... Reactants: Cc1nc(CO)n(Cc2ccccc2Cl)c1C, O=S(Cl)Cl. Product: Cc1nc(CCl)n(Cc2ccccc2Cl)c1C. Reaction SMILES: [Cl:5][c:6]1[c:7]([CH2:8][n:9]2[c:10]([CH2:16][OH:17])[n:11][c:12]([CH3:15])[c:13]2[CH3:14])[cH:18][cH:19][cH:20][cH:21]1.[S:1]([Cl:2])([Cl:3])=[O:4]>>[Cl:3][CH2:16][c:10]1[n:9]([CH2:8][c:7]2[c:6]([Cl:5])[cH:21][cH:20][cH:19][cH:18]2)[c:13]([CH3:14])[c:12]([CH3:15])[n:11]1. The reactants are C12C(C3CC(CC(C1)C3)C2)N2NC(C2=O)(C)C (2-(Adamantan-2-yl)-4,4-dimethyl-1,2-diazetidin-3-one), BrC1C=CCCC1 (3-bromocyclohexene). Yields the product C1(C=CCCC1)N1N(C(C1(C)C)=O)C1C2CC3CC(CC1C3)C2 (1-(cyclohexa-2-ene-1-yl)-4,4-dimethyl-2-(adamantan-2-yl)-1,2-diazetidin-3-one). Reaction SMILES: [CH:1]12[CH2:10][CH:5]3[CH2:6][CH:7]([CH2:9][CH:3]([CH2:4]3)[CH:2]1[N:11]1[C:14](=[O:15])[C:13]([CH3:17])([CH3:16])[NH:12]1)[CH2:8]2.Br[CH:19]1[CH2:24][CH2:23][CH2:22][CH:21]=[CH:20]1>>[CH:24]1([N:12]2[C:13]([CH3:17])([CH3:16])[C:14](=[O:15])[N:11]2[CH:2]2[CH:3]3[CH2:4][CH:5]4[CH2:6][CH:7]([CH2:8][CH:1]2[CH2:10]4)[CH2:9]3)[CH2:23][CH2:22][CH2:21][CH:20]=[CH:19]1. Procedure details: 2-(Adamantan-2-yl)-4,4-dimethyl-1,2-diazetidin-3-one prepared in Process 3 of Example 12, and 3-bromocyclohexene were used for a similar reaction and treatment as Process 6 of Example 1, and the title compound was obtained as a colorless oil.